Dataset: the Open Reaction Database (ORD), a public repository of structured organic reaction records. Task: describe an organic reaction: reactants, conditions, products, and yield Reactants: CN=C=O, CN(C)C=O, CN1CCC(c2c[nH]c3ccc(N)nc23)CC1, C1CCOC1. Product: CNC(=O)Nc1ccc2[nH]cc(C3CCN(C)CC3)c2n1. As a reaction SMILES: [CH3:18][N:19]=[C:20]=[O:21].[CH3:27][N:28]([CH3:29])[CH:30]=[O:31].[NH2:1][c:2]1[cH:3][cH:4][c:5]2[c:6]([n:7]1)[c:8]([CH:11]1[CH2:12][CH2:13][N:14]([CH3:17])[CH2:15][CH2:16]1)[cH:9][nH:10]2.[O:22]1[CH2:23][CH2:24][CH2:25][CH2:26]1>>[NH:1]([c:2]1[cH:3][cH:4][c:5]2[c:6]([n:7]1)[c:8]([CH:11]1[CH2:12][CH2:13][N:14]([CH3:17])[CH2:15][CH2:16]1)[cH:9][nH:10]2)[C:20]([NH:19][CH3:18])=[O:21].